Task: describe an organic reaction: reactants, conditions, products, and yield. Dataset: the Open Reaction Database (ORD), a public repository of structured organic reaction records The reactants are FC=1C=CC(=C(C1)C(CC(C=O)(C(F)(F)F)O)(C)C)OC (4-(5-fluoro-2-methoxyphenyl)-2-hydroxy-4-methyl-2-(trifluoromethyl)pentanal), NC1=C2C=CN=CC2=CC=C1 (5-aminoisoquinoline). Run in C(C)(=O)O (acetic acid). Product: FC=1C=CC(=C(C1)C(CC(C=NC1=C2C=CN=CC2=CC=C1)(O)C(F)(F)F)(C)C)OC (4-(5-fluoro-2-methoxyphenyl)-4-methyl-1-(isoquinolin-5-ylimino)-2-(trifluoromethyl)-pentan-2-ol). Reaction SMILES: [F:1][C:2]1[CH:3]=[CH:4][C:5]([O:20][CH3:21])=[C:6]([C:8]([CH3:19])([CH3:18])[CH2:9][C:10]([OH:17])([C:13]([F:16])([F:15])[F:14])[CH:11]=O)[CH:7]=1.[NH2:22][C:23]1[CH:32]=[CH:31][CH:30]=[C:29]2[C:24]=1[CH:25]=[CH:26][N:27]=[CH:28]2>C(O)(=O)C>[F:1][C:2]1[CH:3]=[CH:4][C:5]([O:20][CH3:21])=[C:6]([C:8]([CH3:19])([CH3:18])[CH2:9][C:10]([C:13]([F:14])([F:15])[F:16])([OH:17])[CH:11]=[N:22][C:23]2[CH:32]=[CH:31][CH:30]=[C:29]3[C:24]=2[CH:25]=[CH:26][N:27]=[CH:28]3)[CH:7]=1. Procedure: Analogously to Example 20, 500 mg (1.6 mmol) of 4-(5-fluoro-2-methoxyphenyl)-2-hydroxy-4-methyl-2-(trifluoromethyl)pentanal and 500 mg (1.9 mmol) of 5-aminoisoquinoline in 16 ml of acetic acid are reacted to form 4-(5-fluoro-2-methoxyphenyl)-4-methyl-1-(isoquinolin-5-ylimino)-2-(trifluoromethyl)-pentan-2-ol and subsequently reduced with 509 mg (2.4 mmol) of sodium triacetoxy borohydride. After chromatography on silica gel with hexane-ethyl acetate (0-60%), 221 mg of product is obtained. The reactants are Cl, C1COCCO1, CC(C)(C)OC(=O)NC1CCC(=O)CC1. Yields the product Cl, NC1CCC(=O)CC1. As a reaction SMILES: [ClH:1].[O:17]1[CH2:18][CH2:19][O:20][CH2:21][CH2:22]1.[O:2]=[C:3]1[CH2:4][CH2:5][CH:6]([NH:9][C:10](=[O:11])[O:12][C:13]([CH3:14])([CH3:15])[CH3:16])[CH2:7][CH2:8]1>>[ClH:1].[O:2]=[C:3]1[CH2:4][CH2:5][CH:6]([NH2:9])[CH2:7][CH2:8]1. Reactants: N,N'-Carbonyldiimidazole, N1C(CCC1)=O (2-pyrrolidinone), O1CCCC1 (tetrahydrofuran), COC1=CC=C(N)C=C1 (4-methoxyaniline). Product: COC1=CC=C(C=C1)NC(=O)N1C(CCC1)=O (1-(4-methoxyphenylcarbamoyl)-2-pyrrolidinone). Yield: 85.0%. As a reaction SMILES: [NH:1]1[CH2:5][CH2:4][CH2:3][C:2]1=[O:6].[CH3:7][O:8][C:9]1[CH:15]=[CH:14][C:12]([NH2:13])=[CH:11][CH:10]=1.[O:16]1CCC[CH2:17]1>>[CH3:7][O:8][C:9]1[CH:15]=[CH:14][C:12]([NH:13][C:17]([N:1]2[CH2:5][CH2:4][CH2:3][C:2]2=[O:6])=[O:16])=[CH:11][CH:10]=1. Procedure details: N,N'-Carbonyldiimidazole (3.85 g) and 2 g of 2-pyrrolidinone were added to 20 ml of tetrahydrofuran, and the mixture was refluxed with heating for 8 hours. Next, 2.9 g of 4-methoxyaniline was added to the reaction mixture, and the mixture was further refluxed with heating for 8 hours. The solvent was then distilled off, and the resulting residue was subjected to silica gel column chromatography to obtain a chloroform eluate and crystals from, the eluate. The crystal were recrystallized from meth... Starting materials: [H-].[H-].[H-].[H-].[Li+].[Al+3] (LAH), NC1=C(C(=O)O)C(=CC=C1)F (2-amino-6-fluoro-benzoic acid). Run in C1CCOC1 (THF). Reaction conditions: time 1 hour. Yields the product NC1=C(C(=CC=C1)F)CO ((2-amino-6-fluoro-phenyl)-methanol). Isolated yield 102.0%. As a reaction SMILES: [H-].[H-].[H-].[H-].[Li+].[Al+3].[NH2:7][C:8]1[CH:16]=[CH:15][CH:14]=[C:13]([F:17])[C:9]=1[C:10](O)=[O:11]>C1COCC1>[NH2:7][C:8]1[CH:16]=[CH:15][CH:14]=[C:13]([F:17])[C:9]=1[CH2:10][OH:11] |f:0.1.2.3.4.5|. Procedure: LAH (987 mg, 26 mmol) was added slowly to a solution of 2-amino-6-fluoro-benzoic acid (2.69 g, 17.3 mmol) in dry THF (20 mL) at 0° C. The mixture was stirred at room temperature for approximately 1 hr and cooled to 0° C. again. Na2SO410H2O (10 g) was added slowly with stirring for 20 minutes. The mixture was filtered, the solid was washed with THF. The solution was concentrated to yield a yellow solid as (2-amino-6-fluoro-phenyl)-methanol (2.49 g). MS [M−OH]+: 124.1; tR=0.57 min. (method 1) Reactants: C1(=CC=CC=C1)C(N1C=NC(=C1)CCOC1=CC=C(C=C1)C(F)(F)F)(C1=CC=CC=C1)C1=CC=CC=C1 (1-triphenylmethyl-4-[2-(4-trifluoromethylphenoxy)ethyl]-1H-imidazole). Run in O1CCCC1 (tetrahydrofuran), Cl (hydrochloric acid). Yields the product FC(C1=CC=C(OCCC=2N=CNC2)C=C1)(F)F (4-[2-(4-Trifluoromethylphenoxy)ethyl]-1H-imidazole). RXN SMILES: C1(C(C2C=CC=CC=2)(C2C=CC=CC=2)[N:8]2[CH:12]=[C:11]([CH2:13][CH2:14][O:15][C:16]3[CH:21]=[CH:20][C:19]([C:22]([F:25])([F:24])[F:23])=[CH:18][CH:17]=3)[N:10]=[CH:9]2)C=CC=CC=1>O1CCCC1.Cl>[F:25][C:22]([F:23])([F:24])[C:19]1[CH:20]=[CH:21][C:16]([O:15][CH2:14][CH2:13][C:11]2[N:10]=[CH:9][NH:8][CH:12]=2)=[CH:17][CH:18]=1. Procedure: A solution of 640 mg (1.28 mmol) of 1-triphenylmethyl-4-[2-(4-trifluoromethylphenoxy)ethyl]-1H-imidazole in 2 ml of tetrahydrofuran and 5 ml of 2N hydrochloric acid is heated at 70° C. for 2 hours. The tetrahydrofuran is then evaporated under reduced pressure and the residue extracted with diethyl ether. The aqueous solution is basified with potassium carbonate and the white solid is filtered and washed 3 times with water to give the title compound, M.p.: 105°-109° C. Reactants: C12C(C3CC(CC(C1)C3)C2)N2NC(C2=O)(C)C (2-(Adamantan-2-yl)-4,4-dimethyl-1,2-diazetidin-3-one), BrC=1C=C(CBr)C=CC1 (3-bromobenzyl bromide). Yields the product BrC=1C=C(CN2N(C(C2(C)C)=O)C2C3CC4CC(CC2C4)C3)C=CC1 (1-(3-bromobenzyl)-4,4-dimethyl-2-(adamantan-2-yl)-1,2-diazetidin-3-one). Reaction SMILES: [CH:1]12[CH2:10][CH:5]3[CH2:6][CH:7]([CH2:9][CH:3]([CH2:4]3)[CH:2]1[N:11]1[C:14](=[O:15])[C:13]([CH3:17])([CH3:16])[NH:12]1)[CH2:8]2.[Br:18][C:19]1[CH:20]=[C:21]([CH:24]=[CH:25][CH:26]=1)[CH2:22]Br>>[Br:18][C:19]1[CH:20]=[C:21]([CH:24]=[CH:25][CH:26]=1)[CH2:22][N:12]1[C:13]([CH3:17])([CH3:16])[C:14](=[O:15])[N:11]1[CH:2]1[CH:3]2[CH2:4][CH:5]3[CH2:6][CH:7]([CH2:8][CH:1]1[CH2:10]3)[CH2:9]2. Reported procedure: 2-(Adamantan-2-yl)-4,4-dimethyl-1,2-diazetidin-3-one and 3-bromobenzyl bromide were used for a similar reaction and treatment as Process 6 of Example 1, and the title compound was obtained as a colorless oil. The reactants are CCCC[N+](CCCC)(CCCC)CCCC, CC(C)COC(=O)Cl, ClCCl, [Na+], [OH-], O=S(=O)([O-])O, Sc1ccc(-c2ccccc2)cc1. Product: CC(C)COC(=O)Sc1ccc(-c2ccccc2)cc1. Reaction SMILES: [CH2:29]([N+:30]([CH2:31][CH2:32][CH2:33][CH3:34])([CH2:35][CH2:36][CH2:37][CH3:38])[CH2:39][CH2:40][CH2:41][CH3:42])[CH2:43][CH2:44][CH3:45].[Cl:14][C:15](=[O:16])[O:17][CH2:18][CH:19]([CH3:20])[CH3:21].[Cl:46][CH2:47][Cl:48].[Na+:23].[OH-:22].[S:24]([O-:25])([OH:26])(=[O:27])=[O:28].[c:1]1(-[c:8]2[cH:9][cH:10][cH:11][cH:12][cH:13]2)[cH:2][cH:3][c:4]([SH:7])[cH:5][cH:6]1>>[c:1]1(-[c:8]2[cH:9][cH:10][cH:11][cH:12][cH:13]2)[cH:2][cH:3][c:4]([S:7][C:15](=[O:16])[O:17][CH2:18][CH:19]([CH3:20])[CH3:21])[cH:5][cH:6]1.